This data is from the Open Reaction Database (ORD), a public repository of structured organic reaction records. The task is: describe an organic reaction: reactants, conditions, products, and yield Reactants: O (water), C(C=C)Br (allylbromide), C(=O)([O-])[O-].[K+].[K+] (K2CO3), FC1=C(C(=CC=C1)F)COCC(CN)C1=C(C=CC=C1C)C (3-(2,6-difluorophenyl)methoxy-2-(2,6-dimethylphenyl)-propylamine). Run in O1CCCC1 (tetrahydrofuran). Product: Br.C(C=C)NCC(COCC1=C(C=CC=C1F)F)C1=C(C=CC=C1C)C (N-allyl-3-(2,6-difluorophenyl)methoxy-2-(2,6-dimethylphenyl)-propylamine-hydrobromide). RXN SMILES: [F:1][C:2]1[CH:7]=[CH:6][CH:5]=[C:4]([F:8])[C:3]=1[CH2:9][O:10][CH2:11][CH:12]([C:15]1[C:20]([CH3:21])=[CH:19][CH:18]=[CH:17][C:16]=1[CH3:22])[CH2:13][NH2:14].[CH2:23]([Br:26])[CH:24]=[CH2:25].C([O-])([O-])=O.[K+].[K+].O>O1CCCC1>[BrH:26].[CH2:25]([NH:14][CH2:13][CH:12]([C:15]1[C:20]([CH3:21])=[CH:19][CH:18]=[CH:17][C:16]=1[CH3:22])[CH2:11][O:10][CH2:9][C:3]1[C:2]([F:1])=[CH:7][CH:6]=[CH:5][C:4]=1[F:8])[CH:24]=[CH2:23] |f:2.3.4,7.8|. Reported procedure: 1 g (3.3 mmol) of 3-(2,6-difluorophenyl)methoxy-2-(2,6-dimethylphenyl)-propylamine are dissolved in 10 ml of tetrahydrofuran (THF) and stirred with 0.4 g (3.3 mmol) of allylbromide and 1.2 g of K2CO3 for 16 h at ambient temperature. Then the solvent is eliminated in vacuo, the residue is combined with 50 ml of water and extracted twice with 30 ml of ethyl acetate. The organic phase is dried, concentrated by evaporation in vacuo and the residue is chromatographed on silica gel (methanol/dichlorom...